Dataset: the Open Reaction Database (ORD), a public repository of structured organic reaction records. Task: describe an organic reaction: reactants, conditions, products, and yield Reactants: ClC1=C(C=CC2=CC=CC=C12)OC (1- chloro-2-methoxynaphthalene), FC1=C(C=CC2=CC=CC=C12)OC (1-fluoro-2-methoxynaphthalene), BrC1=C(C=CC2=CC=CC=C12)OC (1-bromo-2-methoxynaphthalene). Product: BrC1=C2C=CC(=CC2=CC=C1OC)C(C)=O (5-bromo-6-methoxy-2-acetylnaphthalene), ClC1=C2C=CC(=CC2=CC=C1OC)C(C)=O (5-chloro-6-methoxy-2-acetylnaphthalene), FC1=C2C=CC(=CC2=CC=C1OC)C(C)=O (5-fluoro-6-methoxy-2-acetylnaphthalene). Reaction SMILES: [Br:1][C:2]1[C:11]2[C:6](=[CH:7][CH:8]=[CH:9][CH:10]=2)[CH:5]=[CH:4][C:3]=1[O:12][CH3:13].[Cl:14][C:15]1[C:24]2[C:19](=[CH:20][CH:21]=[CH:22][CH:23]=2)[CH:18]=[CH:17][C:16]=1[O:25][CH3:26].[F:27][C:28]1[C:37]2[C:32](=[CH:33][CH:34]=[CH:35][CH:36]=2)[CH:31]=[CH:30][C:29]=1[O:38][CH3:39]>>[Br:1][C:2]1[C:3]([O:12][CH3:13])=[CH:4][CH:5]=[C:6]2[C:11]=1[CH:10]=[CH:9][C:8]([C:16](=[O:25])[CH3:15])=[CH:7]2.[Cl:14][C:15]1[C:16]([O:25][CH3:26])=[CH:17][CH:18]=[C:19]2[C:24]=1[CH:23]=[CH:22][C:21]([C:29](=[O:38])[CH3:28])=[CH:20]2.[F:27][C:28]1[C:29]([O:38][CH3:39])=[CH:30][CH:31]=[C:32]2[C:37]=1[CH:36]=[CH:35][C:34]([C:3](=[O:12])[CH3:2])=[CH:33]2. Procedure details: Repeating this procedure but replacing the nitrobenzene with dichloromethylene and replacing the β-naphthol methyl ether with 1-bromo-2-methoxynaphthalene, 1- chloro-2-methoxynaphthalene, and 1-fluoro-2-methoxynaphthalene -- 5-bromo-6-methoxy-2-acetylnaphthalene, 5-chloro-6-methoxy-2-acetylnaphthalene, and 5-fluoro-6-methoxy-2-acetylnaphthalene, respectively, were produced. A higher yield was obtained starting with the halo compounds, and less extensive processing was required to obtain a produc... The product is CC(C)(C)c1ccc(CN(CCc2cc(C(F)(F)F)ccc2F)C(=O)c2cc(Cl)cc3cc[nH]c23)cc1. Starting materials: F[B-](F)(F)F, CC(C)(C)c1ccc(CNCCc2cc(C(F)(F)F)ccc2F)cc1, CCN(C(C)C)C(C)C, O=C(O)c1cc(Cl)cc2cc[nH]c12, CN(C)C=O, O, CN(C)C(On1nnc2ccccc21)=[N+](C)C. RXN SMILES: [B-:14]([F:15])([F:16])([F:17])[F:18].[C:45]([CH3:46])([CH3:47])([CH3:48])[c:49]1[cH:50][cH:51][c:52]([CH2:53][NH:54][CH2:55][CH2:56][c:57]2[c:58]([F:67])[cH:59][cH:60][c:61]([C:63]([F:64])([F:65])[F:66])[cH:62]2)[cH:68][cH:69]1.[CH:36]([N:37]([CH2:38][CH3:39])[CH:40]([CH3:41])[CH3:42])([CH3:43])[CH3:44].[Cl:1][c:2]1[cH:3][c:4]2[cH:5][cH:6][nH:7][c:8]2[c:9]([C:11](=[O:12])[OH:13])[cH:10]1.[O:70]=[CH:71][N:72]([CH3:73])[CH3:74].[OH2:75].[n:19]1([O:20][C:21]([N:22]([CH3:23])[CH3:24])=[N+:25]([CH3:26])[CH3:27])[c:28]2[cH:29][cH:30][cH:31][cH:32][c:33]2[n:34][n:35]1>>[Cl:1][c:2]1[cH:3][c:4]2[cH:5][cH:6][nH:7][c:8]2[c:9]([C:11](=[O:13])[N:54]([CH2:53][c:52]2[cH:51][cH:50][c:49]([C:45]([CH3:46])([CH3:47])[CH3:48])[cH:69][cH:68]2)[CH2:55][CH2:56][c:57]2[c:58]([F:67])[cH:59][cH:60][c:61]([C:63]([F:64])([F:65])[F:66])[cH:62]2)[cH:10]1.